describe an organic reaction: reactants, conditions, products, and yield From a dataset of the Open Reaction Database (ORD), a public repository of structured organic reaction records. The reactants are [C@@H]1(C[C@H](O)[C@@H](CO)O1)N1C(=O)NC(=O)C(C)=C1 (Thymidine), purine nucleoside, [N-]=[N+]=[N-].[K+] (potassium azide), NC1=NC(=C2NC=NC2=N1)NC (2-amino-6-methylaminopurine), [C@@H]1(C[C@H](O)[C@@H](CO)O1)N1C(=O)NC(=O)C(C)=C1 (thymidine), NC1=NC(=C2NC=NC2=N1)NC (2-Amino-6-methylaminopurine), F[C@H]1[C@@H](O[C@@H]([C@H]1O)CO)N1C(=O)NC(=O)C=C1 (1-(2-deoxy-2-fluoro-β-D-ribofuranosyl)uracil), [N-]=[N+]=[N-].[K+] (potassium azide), purine nucleoside. Solvent: P(=O)([O-])([O-])[O-].[K+].[K+].[K+] (potassium phosphate), P(=O)([O-])([O-])[O-].[K+].[K+].[K+] (potassium phosphate). Conditions: temperature 37 celsius. The product is NC1=NC(=C2N=CN(C2=N1)[C@H]1[C@@H]([C@H](O)[C@H](O1)CO)F)NC (2-Amino-9-(2-deoxy-2-fluoro-β-D-ribofuranosyl)-6-methylamino-9H-purine), hydrate. Reaction SMILES: [NH2:1][C:2]1[N:10]=[C:9]2[C:5]([NH:6][CH:7]=[N:8]2)=[C:4]([NH:11][CH3:12])[N:3]=1.[F:13][C@@H:14]1[C@H:18]([OH:19])[C@@H:17]([CH2:20][OH:21])[O:16][C@H:15]1N1C=CC(=O)NC1=O.[N-]=[N+]=[N-].[K+].[C@@H]1(N2C=C(C)C(=O)NC2=O)O[C@H](CO)[C@@H](O)C1>P([O-])([O-])([O-])=O.[K+].[K+].[K+]>[NH2:1][C:2]1[N:10]=[C:9]2[C:5]([N:6]=[CH:7][N:8]2[C@@H:15]2[O:16][C@H:17]([CH2:20][OH:21])[C@@H:18]([OH:19])[C@H:14]2[F:13])=[C:4]([NH:11][CH3:12])[N:3]=1 |f:2.3,5.6.7.8|. Reported procedure: 2-Amino-6-methylaminopurine (J. A. Montgomery and L. B. Holum, J.A.C.S. 80:404, 1958; 0.51 g; 3.1 mmoles) and 1-(2-deoxy-2-fluoro-β-D-ribofuranosyl)uracil (0.52 g, 2.1 mmoles) which may be prepared according to J. F. Codington et al. (J. Org. Chem. 29:558, 1964) were suspended in 50 ml of 5 mM potassium phosphate buffer, pH 7.0, which contained 0.04% (w/v) potassium azide. Thymidine phosphorylase (4,000 I.U.) and purine nucleoside phosphorylase (14,000 I.U.) (T. A. Krenitsky et al., Biochemistry... Reactants: ClC1=CC(=C(NC=2CSCC2C#N)C=C1)[N+](=O)[O-] (3-(4-Chloro-2-nitroanilino)-2,5-dihydrothiophene-4-nitrile), C1(=C(C(=O)C(=C(C1=O)Cl)Cl)Cl)Cl (chloranil). Run in C=1(C(=CC=CC1)C)C (xylene), C=1(C(=CC=CC1)C)C (xylene). The product is ClC1=CC(=C(NC2=CSC=C2C#N)C=C1)[N+](=O)[O-] (3-(4-Chloro-2-nitroanilino)-thiophene-4-nitrile). RXN SMILES: [Cl:1][C:2]1[CH:15]=[CH:14][C:5]([NH:6][C:7]2[CH2:8][S:9][CH2:10][C:11]=2[C:12]#[N:13])=[C:4]([N+:16]([O-:18])=[O:17])[CH:3]=1.C1(Cl)C(=O)C(Cl)=C(Cl)C(=O)C=1Cl>C1(C)C(C)=CC=CC=1>[Cl:1][C:2]1[CH:15]=[CH:14][C:5]([NH:6][C:7]2[C:11]([C:12]#[N:13])=[CH:10][S:9][CH:8]=2)=[C:4]([N+:16]([O-:18])=[O:17])[CH:3]=1. Procedure details: 3-(4-Chloro-2-nitroanilino)-2,5-dihydrothiophene-4-nitrile (14,09 g, 0.05 mol) dissolved in xylene (150 ml) was added to a solution of chloranil (12.3 g, 0.05 mol) in hot xylene (100 ml). The mixture was allowed to reflux for two hours. After cooling, the xylene was evaporated off under vacuum to leave a red-brown solid which was triturated with methanol to give a brick-red solid. The solid was recrystallised from hot methanol to give red crystals which were filtered off, washed with methanol an...